Dataset: the Open Reaction Database (ORD), a public repository of structured organic reaction records. Task: describe an organic reaction: reactants, conditions, products, and yield The reactants are BrN1C(CCC1=O)=O (N-bromosuccinimide), COC(/C(=N/OC)/C1=C(C=CC=C1)C)=O (Methyl-(E)-2-(2-tolyl)-2-methoxyiminoacetate), resultant mixture. Reagents/catalysts: C(C1=CC=CC=C1)(=O)OOC(C1=CC=CC=C1)=O (benzoylperoxide). The solvent is C(Cl)(Cl)(Cl)Cl (carbon tetrachloride). Yields the product COC(/C(=N/OC)/C1=C(C=CC=C1)CBr)=O (methyl-(E)-2-(2-bromomethylphenyl)-2-methoxyiminoacetate). Yield: 106.7%. Reaction SMILES: [CH3:1][O:2][C:3](=[O:15])/[C:4](/[C:8]1[CH:13]=[CH:12][CH:11]=[CH:10][C:9]=1[CH3:14])=[N:5]/[O:6][CH3:7].[Br:16]N1C(=O)CCC1=O>C(Cl)(Cl)(Cl)Cl.C(OOC(=O)C1C=CC=CC=1)(=O)C1C=CC=CC=1>[CH3:1][O:2][C:3](=[O:15])/[C:4](/[C:8]1[CH:13]=[CH:12][CH:11]=[CH:10][C:9]=1[CH2:14][Br:16])=[N:5]/[O:6][CH3:7]. Procedure: Methyl-(E)-2-(2-tolyl)-2-methoxyiminoacetate (4.74 g) was dissolved in carbon tetrachloride (100 ml), and N-bromosuccinimide (4.89 g) and benzoylperoxide (554 mg) were added thereto. The resultant mixture was heated under reflux for 1 hour and cooled to room temperature. Insoluble materials were removed by filtration. On concentration of the solvent, the residue was purified by silica gel column chromatography with a mixture of hexane and ethyl acetate to give methyl-(E)-2-(2-bromomethylphenyl)-... Starting materials: ClC=1C=CC=2C(C3=C(NC2C1)C(N(C3=O)NC3=CC=C(C=C3)C)=O)=O (6-chloro-2-(4-methylanilino)-2,3,4,9-tetrahydro-1H-pyrrolo[3,4-b]quinoline-1,3,9-trione), CS(=O)(=O)O (methanesulfonic acid). The solvent is CO (methanol). Run at time 5 day. The product is ClC=1C=CC=2C(C3=C(NC2C1)C(N(N=C3O)C3=CC=C(C=C3)C)=O)=O (7-Chloro-1-hydroxy-3-(4-methylphenyl)-3,4,5,10-tetrahydropyridazino[4,5-b]quinoline-4,10-dione). Yield: 37.1%. RXN SMILES: [Cl:1][C:2]1[CH:3]=[CH:4][C:5]2[C:6](=[O:25])[C:7]3[C:14](=[O:15])[N:13]([NH:16][C:17]4[CH:22]=[CH:21][C:20]([CH3:23])=[CH:19][CH:18]=4)[C:12](=[O:24])[C:8]=3[NH:9][C:10]=2[CH:11]=1.CS(O)(=O)=O>CO>[Cl:1][C:2]1[CH:3]=[CH:4][C:5]2[C:6](=[O:25])[C:7]3[C:14]([OH:15])=[N:13][N:16]([C:17]4[CH:22]=[CH:21][C:20]([CH3:23])=[CH:19][CH:18]=4)[C:12](=[O:24])[C:8]=3[NH:9][C:10]=2[CH:11]=1. Reported procedure: A stirred suspension of 6-chloro-2-(4-methylanilino)-2,3,4,9-tetrahydro-1H-pyrrolo[3,4-b]quinoline-1,3,9-trione (1.60 g, 4.53 mM) in a solution of methanol (128 mL) and methanesulfonic acid (32 mL) was refluxed for 4 hours and cooled to room temperature. The resulting yellow suspension was stirred at room temperature for five days and then filtered (the filtrate was saved for use in Example 19). The collected solids were washed with methanol and then ether to give the title compound (0.594 g, 37... Reactants: CC(CN(C1=CC(=C(C#N)C=C1)C(F)(F)F)CCCO)(C)C (4-[(2,2-dimethylpropyl)(3-hydroxypropyl)amino]-2-(trifluoromethyl)benzonitrile), C(C)(=O)NC1=CC=C(C=C1)O (4-acetamidophenol). Product: C(#N)C1=C(C=C(C=C1)N(CCCOC1=CC=C(C=C1)NC(C)=O)CC(C)(C)C)C(F)(F)F (N-[4-({3-[[4-Cyano-3-(trifluoromethyl)phenyl](2,2-dimethylpropyl)amino]propyl}oxy)phenyl]acetamide). RXN SMILES: [CH3:1][C:2]([CH3:22])([CH3:21])[CH2:3][N:4]([CH2:17][CH2:18][CH2:19][OH:20])[C:5]1[CH:12]=[CH:11][C:8]([C:9]#[N:10])=[C:7]([C:13]([F:16])([F:15])[F:14])[CH:6]=1.[C:23]([NH:26][C:27]1[CH:32]=[CH:31][C:30](O)=[CH:29][CH:28]=1)(=[O:25])[CH3:24]>>[C:9]([C:8]1[CH:11]=[CH:12][C:5]([N:4]([CH2:3][C:2]([CH3:22])([CH3:21])[CH3:1])[CH2:17][CH2:18][CH2:19][O:20][C:30]2[CH:31]=[CH:32][C:27]([NH:26][C:23](=[O:25])[CH3:24])=[CH:28][CH:29]=2)=[CH:6][C:7]=1[C:13]([F:14])([F:15])[F:16])#[N:10]. Reported procedure: Synthesized as described in Example 1C from 4-[(2,2-dimethylpropyl)(3-hydroxypropyl)amino]-2-(trifluoromethyl)benzonitrile and 4-acetamidophenol: MS (ESI) m/z 448 (M+1). The reactants are C(C1=CC=CC=C1)C1=NC(=CC=C1OCOC)CCC(=O)OCC (2-benzyl-6-(2-ethoxycarbonylethyl)-3-methoxymethyloxypyridine), [H-].[Li+].[Al+3].[H-].[H-].[H-] (aluminum lithium hydride), O (water), [OH-].[Na+] (sodium hydroxide), O (water). Run in CCOCC (ether), CCOCC (ether). Run at time 1 hour. Product: C(C1=CC=CC=C1)C1=NC(=CC=C1OCOC)CCCO (2-Benzyl-6-(3-hydroxypropyl)3-methoxymethyloxypyridine). As a reaction SMILES: [H-].[Li+].[Al+3].[H-].[H-].[H-].[CH2:7]([C:14]1[C:19]([O:20][CH2:21][O:22][CH3:23])=[CH:18][CH:17]=[C:16]([CH2:24][CH2:25][C:26](OCC)=[O:27])[N:15]=1)[C:8]1[CH:13]=[CH:12][CH:11]=[CH:10][CH:9]=1.O.[OH-].[Na+]>CCOCC>[CH2:7]([C:14]1[C:19]([O:20][CH2:21][O:22][CH3:23])=[CH:18][CH:17]=[C:16]([CH2:24][CH2:25][CH2:26][OH:27])[N:15]=1)[C:8]1[CH:13]=[CH:12][CH:11]=[CH:10][CH:9]=1 |f:0.1.2.3.4.5,8.9|. Procedure: 205 mg of aluminum lithium hydride was suspended in 20 ml of anhydrous ether. A solution of 10 ml of anhydrous ether containing 1.3 g of 2-benzyl-6-(2-ethoxycarbonylethyl)-3-methoxymethyloxypyridine was added dropwise under ice-cooling. After stirring for one hour as it was, 0.2 ml of water, then 0.2 ml of an aqueous 5N sodium hydroxide solution and then 0.6 ml of water were added thereto under ice-cooling. The reaction solution was filtered through filter paper to remove insoluble matters. Afte... Starting materials: C(C)(=O)OCC(=O)N1CCC(CC1)CO (2-[4-(Hydroxymethyl)piperidin-1-yl]-2-oxoethyl acetate), C[N+]1(CCOCC1)[O-] (N-methylmorpholine N-oxide). Reagents/catalysts: [Ru](=O)(=O)(=O)[O-].C(CC)[N+](CCC)(CCC)CCC (tetrapropylammonium perruthenate). Solvent: ClCCl (dichloromethane). Run at time 1 hour. Yields the product C(C)(=O)OCC(=O)N1CCC(CC1)C=O (2-(4-Formylpiperidin-1-yl)-2-oxoethyl acetate). RXN SMILES: [C:1]([O:4][CH2:5][C:6]([N:8]1[CH2:13][CH2:12][CH:11]([CH2:14][OH:15])[CH2:10][CH2:9]1)=[O:7])(=[O:3])[CH3:2].C[N+]1([O-])CCOCC1>ClCCl.[Ru]([O-])(=O)(=O)=O.C([N+](CCC)(CCC)CCC)CC>[C:1]([O:4][CH2:5][C:6]([N:8]1[CH2:13][CH2:12][CH:11]([CH:14]=[O:15])[CH2:10][CH2:9]1)=[O:7])(=[O:3])[CH3:2] |f:3.4|. Procedure details: 600 mg (2.79 mmol) of the compound from Example 22A are dissolved in 6 ml of dry dichloromethane, and 1.5 g of powdered molecular sieve (4 Å) and 490 mg (4.18 mmol) of N-methylmorpholine N-oxide are added. 49 mg (0.14 mmol) of tetrapropylammonium perruthenate are then added, and the mixture is stirred at RT for 1 h. The reaction mixture is then directly purified chromatographically on silica gel 60 (mobile phase: gradient dichloromethane/ethanol 100:1→20:1). The reactants are C(O)([O-])=O.[Na+] (sodium hydrogencarbonate), O (water), FC(C(=O)O)(F)F (Trifluoroacetic acid), [Si](C)(C)(C(C)(C)C)O[C@@H](CC)[C@@H]1C(N[C@@H]1C#CSC1=CC=CC=C1)=O ((3R,4S)-3-((S)-1-(tert-butyldimethylsilyloxy)propyl]-4-(2-phenylthioethynyl)-2-azetidinone). Run in C(C)(=O)OCC (ethyl acetate), C(Cl)Cl (methylene chloride), C(C)(=O)OCC (ethyl acetate). Run at time 1 hour. Product: [Si](C)(C)(C(C)(C)C)O[C@@H](CC)[C@@H]1C(N[C@@H]1CC(=S)C1=CC=CC=C1)=O ((3R,4R)-3-[(S)-1-(tert-butyldimethylsilyloxy)propyl]-4-phenylthiocarbonylmethyl-2-azetidinone). The yield is 152.5%. RXN SMILES: F[C:2](F)(F)[C:3](O)=O.[Si:8]([O:15][C@H:16]([C@H:19]1[C@@H:22]([C:23]#[C:24][S:25]C2C=CC=CC=2)[NH:21][C:20]1=[O:32])[CH2:17][CH3:18])([C:11]([CH3:14])([CH3:13])[CH3:12])([CH3:10])[CH3:9].C(=O)([O-])O.[Na+].O>C(Cl)Cl.C(OCC)(=O)C>[Si:8]([O:15][C@H:16]([C@H:19]1[C@@H:22]([CH2:23][C:24]([C:3]2[CH:2]=[CH:18][CH:17]=[CH:16][CH:19]=2)=[S:25])[NH:21][C:20]1=[O:32])[CH2:17][CH3:18])([C:11]([CH3:12])([CH3:13])[CH3:14])([CH3:9])[CH3:10] |f:2.3|. Procedure: Trifluoroacetic acid (0.58 ml, 7.51 mmol) was added to a solution of the compound (564 mg, 1.50 mmol) prepared in Example 6 in methylene chloride (10 ml) at 0° C. in an argon atmosphere. The mixture was stirred for two hours at this temperature and one hour at room temperature. After the addition of sodium hydrogencarbonate (189 mg, 2.25 mmol), water (7 ml), and ethyl acetate (28 ml), the mixture was stirred at room temperature for 40 minutes and diluted with ethyl acetate. The organic layer was... Reactants: CCCCC=CC(=O)Cl, CCN(C(C)C)C(C)C, C[Si](C)(C)Cl, ClCCl, NC(Cc1cc(F)cc(F)c1)C(=O)O. Yields the product CCCCC=CC(=O)NC(Cc1cc(F)cc(F)c1)C(=O)O. RXN SMILES: [C:29]([CH:30]=[CH:31][CH2:32][CH2:33][CH2:34][CH3:35])(=[O:36])[Cl:37].[CH2:20]([N:21]([CH:22]([CH3:23])[CH3:24])[CH:25]([CH3:26])[CH3:27])[CH3:28].[Cl:1][Si:2]([CH3:3])([CH3:4])[CH3:5].[Cl:38][CH2:39][Cl:40].[F:6][c:7]1[cH:8][c:9]([CH2:10][CH:11]([NH2:12])[C:13](=[O:14])[OH:15])[cH:16][c:17]([F:19])[cH:18]1>>[F:6][c:7]1[cH:8][c:9]([CH2:10][CH:11]([NH:12][C:29]([CH:30]=[CH:31][CH2:32][CH2:33][CH2:34][CH3:35])=[O:36])[C:13](=[O:14])[OH:15])[cH:16][c:17]([F:19])[cH:18]1.